From a dataset of the Open Reaction Database (ORD), a public repository of structured organic reaction records. describe an organic reaction: reactants, conditions, products, and yield The reactants are C[O-].[Na+] (sodium methylate), CO (methanol), [NH4+].ClC=1C(=C(C(=O)[O-])C(=C(C1Cl)Cl)Cl)C#N (3,4,5,6-tetrachloro-2-cyanobenzoic acid ammonium salt). The solvent is CN(C=O)C (dimethylformamide). Conditions: time 15 hour. Yields the product COC(C1=C(C(=C(C(=C1Cl)OC)Cl)Cl)C#N)=O (3,4,6-trichloro-5-methoxy-2-cyanobenzoic acid methyl ester). As a reaction SMILES: [NH4+].[Cl:2][C:3]1[C:4]([C:15]#[N:16])=[C:5]([C:9]([Cl:14])=[C:10](Cl)[C:11]=1[Cl:12])[C:6]([O-:8])=[O:7].[CH3:17][O-:18].[Na+].[CH3:20]O>CN(C)C=O>[CH3:20][O:8][C:6](=[O:7])[C:5]1[C:9]([Cl:14])=[C:10]([O:18][CH3:17])[C:11]([Cl:12])=[C:3]([Cl:2])[C:4]=1[C:15]#[N:16] |f:0.1,2.3|. Procedure details: 30.2 g of 3,4,5,6-tetrachloro-2-cyanobenzoic acid ammonium salt is introduced, with stirring, into a solution of 10.8 g of sodium methylate in 32 ml of methanol and 100 ml of dimethylformamide. After the slightly exothermic reaction has subsided, stirring is continued for 15 hours at room temperature. The reactants are [H-].[Al+3].[Li+].[H-].[H-].[H-] (Lithium aluminum hydride), CN1C=CC2=CC(=CC(=C12)COCC1(CCN(CC1)C(=O)OC(C)(C)C)C1=CC=CC=C1)C(F)(F)F (tert-butyl 4-(((1-methyl-5-(trifluoromethyl)-1H-indol-7-yl)methoxy)methyl)-4-phenylpiperidine-1-carboxylate). Run in O1CCCC1 (tetrahydrofuran). Yields the product CN1C=CC2=CC(=CC(=C12)COCC1(CCN(CC1)C)C1=CC=CC=C1)C(F)(F)F (1-methyl-7-(((1-methyl-4-phenylpiperidin-4-yl)methoxy)methyl)-5-(trifluoromethyl)-1H-indole). The yield is 90.8%. As a reaction SMILES: [H-].[Al+3].[Li+].[H-].[H-].[H-].[CH3:7][N:8]1[C:16]2[C:11](=[CH:12][C:13]([C:39]([F:42])([F:41])[F:40])=[CH:14][C:15]=2[CH2:17][O:18][CH2:19][C:20]2([C:33]3[CH:38]=[CH:37][CH:36]=[CH:35][CH:34]=3)[CH2:25][CH2:24][N:23]([C:26](OC(C)(C)C)=O)[CH2:22][CH2:21]2)[CH:10]=[CH:9]1>O1CCCC1>[CH3:7][N:8]1[C:16]2[C:11](=[CH:12][C:13]([C:39]([F:41])([F:42])[F:40])=[CH:14][C:15]=2[CH2:17][O:18][CH2:19][C:20]2([C:33]3[CH:38]=[CH:37][CH:36]=[CH:35][CH:34]=3)[CH2:21][CH2:22][N:23]([CH3:26])[CH2:24][CH2:25]2)[CH:10]=[CH:9]1 |f:0.1.2.3.4.5|. Reported procedure: Lithium aluminum hydride (1M in tetrahydrofuran, 1.07 ml, 1.07 mmol) was added to a solution of tert-butyl 4-(((1-methyl-5-(trifluoromethyl)-1H-indol-7-yl)methoxy)methyl)-4-phenylpiperidine-1-carboxylate (60 mg, 0.119 mmol) in tetrahydrofuran (5 ml). The reaction was heated at reflux for 3 h. The reaction was quenched by sequential dropwise addition of water (0.2 mL), 1N sodium hydroxide (0.6 mL), and more water (0.2 mL). The mixture was filtered and the filtrate evaporated. The residue was puri... The reactants are CCOC(=O)c1cnc(N(Cc2ccc(OC)cc2)c2ccc(N3CCOCC3)nc2)cc1NCc1ccccc1, CCO, Cl, [Na+], [OH-], O. Product: COc1ccc(CN(c2ccc(N3CCOCC3)nc2)c2cc(NCc3ccccc3)c(C(=O)O)cn2)cc1. RXN SMILES: [CH2:1]([CH3:2])[O:3][C:4](=[O:5])[c:6]1[cH:7][n:8][c:9]([N:20]([c:21]2[cH:22][n:23][c:24]([N:27]3[CH2:28][CH2:29][O:30][CH2:31][CH2:32]3)[cH:25][cH:26]2)[CH2:33][c:34]2[cH:35][cH:36][c:37]([O:40][CH3:41])[cH:38][cH:39]2)[cH:10][c:11]1[NH:12][CH2:13][c:14]1[cH:15][cH:16][cH:17][cH:18][cH:19]1.[CH3:43][CH2:44][OH:45].[ClH:42].[Na+:47].[OH-:46].[OH2:48]>>[O:3]=[C:4]([OH:5])[c:6]1[cH:7][n:8][c:9]([N:20]([c:21]2[cH:22][n:23][c:24]([N:27]3[CH2:28][CH2:29][O:30][CH2:31][CH2:32]3)[cH:25][cH:26]2)[CH2:33][c:34]2[cH:35][cH:36][c:37]([O:40][CH3:41])[cH:38][cH:39]2)[cH:10][c:11]1[NH:12][CH2:13][c:14]1[cH:15][cH:16][cH:17][cH:18][cH:19]1. The reactants are C1CCOC1, CC(=O)OC(C)=O, O=CO, COC(=O)c1ccc(N)c(OC)c1, O. Yields the product COC(=O)c1ccc(NC=O)c(OC)c1. As a reaction SMILES: [CH2:11]1[O:12][CH2:13][CH2:14][CH2:15]1.[CH3:1][C:2](=[O:3])[O:4][C:5](=[O:6])[CH3:7].[CH:8]([OH:9])=[O:10].[NH2:16][c:17]1[c:18]([O:27][CH3:28])[cH:19][c:20]([C:21](=[O:22])[O:23][CH3:24])[cH:25][cH:26]1.[OH2:29]>>[CH:2](=[O:3])[NH:16][c:17]1[c:18]([O:27][CH3:28])[cH:19][c:20]([C:21](=[O:22])[O:23][CH3:24])[cH:25][cH:26]1. Reactants: CC(C)(C)OC(=O)N1Cc2ccc(C#N)cc2C1, ClCCl, O=C(O)C(F)(F)F. Yields the product O=C(O)C(F)(F)F, N#Cc1ccc2c(c1)CNC2. As a reaction SMILES: [C:1]([O:2][C:3](=[O:4])[N:8]1[CH2:9][c:10]2[cH:11][cH:12][c:13]([C:17]#[N:18])[cH:14][c:15]2[CH2:16]1)([CH3:5])([CH3:6])[CH3:7].[Cl:26][CH2:27][Cl:28].[F:19][C:20]([C:21](=[O:22])[OH:23])([F:24])[F:25]>>[F:19][C:20]([C:21](=[O:22])[OH:23])([F:24])[F:25].[NH:8]1[CH2:9][c:10]2[cH:11][cH:12][c:13]([C:17]#[N:18])[cH:14][c:15]2[CH2:16]1.